From a dataset of the Open Reaction Database (ORD), a public repository of structured organic reaction records. describe an organic reaction: reactants, conditions, products, and yield The reactants are CCc1cc(-c2cncc(C(=O)O)c2)c(C)[nH]c1=O, NCCc1ccc(S(N)(=O)=O)cc1. The product is CCc1cc(-c2cncc(C(=O)NCCc3ccc(S(N)(=O)=O)cc3)c2)c(C)[nH]c1=O. Reaction SMILES: [CH2:1]([CH3:2])[c:3]1[cH:4][c:5](-[c:11]2[cH:12][n:13][cH:14][c:15]([C:17](=[O:18])[OH:19])[cH:16]2)[c:6]([CH3:10])[nH:7][c:8]1=[O:9].[S:20]([NH2:21])(=[O:22])(=[O:23])[c:24]1[cH:25][cH:26][c:27]([CH2:30][CH2:31][NH2:32])[cH:28][cH:29]1>>[CH2:1]([CH3:2])[c:3]1[cH:4][c:5](-[c:11]2[cH:12][n:13][cH:14][c:15]([C:17](=[O:19])[NH:32][CH2:31][CH2:30][c:27]3[cH:26][cH:25][c:24]([S:20]([NH2:21])(=[O:22])=[O:23])[cH:29][cH:28]3)[cH:16]2)[c:6]([CH3:10])[nH:7][c:8]1=[O:9]. The reactants are OC1=C(C(OC1=O)CCC(=O)O)C1=CC=CC=C1 (3-(4-Hydroxy-5-oxo-3-phenyl-2,5-dihydro-2-furyl)-propionic acid), C(C)(=O)OC(C)=O (acetic anhydride). Solvent: N1=CC=CC=C1 (pyridine). Conditions: time 8 hour. Product: C(C)(=O)OC1=C(C(OC1=O)CCC(=O)O)C1=CC=CC=C1 (3-(4-acetoxy-5-oxo-3-phenyl-2,5-dihydro-2-furyl)propionic acid). RXN SMILES: [OH:1][C:2]1[C:6](=[O:7])[O:5][CH:4]([CH2:8][CH2:9][C:10]([OH:12])=[O:11])[C:3]=1[C:13]1[CH:18]=[CH:17][CH:16]=[CH:15][CH:14]=1.[C:19](OC(=O)C)(=[O:21])[CH3:20]>N1C=CC=CC=1>[C:19]([O:1][C:2]1[C:6](=[O:7])[O:5][CH:4]([CH2:8][CH2:9][C:10]([OH:12])=[O:11])[C:3]=1[C:13]1[CH:18]=[CH:17][CH:16]=[CH:15][CH:14]=1)(=[O:21])[CH3:20]. Procedure details: 3-(4-Hydroxy-5-oxo-3-phenyl-2,5-dihydro-2-furyl)-propionic acid (100 mg) was dissolved in pyridine (2 ml), and acetic anhydride (1 ml) was added. The mixture was allowed to stand overnight. The excess reagent and solvent were removed by distillation under reduced pressure, and the residue was dried to give 3-(4-acetoxy-5-oxo-3-phenyl-2,5-dihydro-2-furyl)propionic acid (116 mg) as an oil. The reactants are CCN=C=NCCCN(C)C, CN(C)c1ccncc1, Nc1ncc(Cl)s1, COc1ccc(Cl)cc1C(=O)O, Cl, Cl, O, On1nnc2ccccc21, c1ccncc1. Product: COc1ccc(Cl)cc1C(=O)Nc1ncc(Cl)s1. As a reaction SMILES: [CH2:22]([N:23]=[C:24]=[N:25][CH2:26][CH2:27][CH2:28][N:29]([CH3:30])[CH3:31])[CH3:32].[CH3:44][N:45]([CH3:46])[c:47]1[cH:48][cH:49][n:50][cH:51][cH:52]1.[Cl:2][c:3]1[cH:4][n:5][c:6]([NH2:8])[s:7]1.[Cl:9][c:10]1[cH:11][cH:12][c:13]([O:19][CH3:20])[c:14]([C:15](=[O:16])[OH:17])[cH:18]1.[ClH:1].[ClH:21].[OH2:33].[OH:34][n:35]1[c:36]2[cH:37][cH:38][cH:39][cH:40][c:41]2[n:42][n:43]1.[cH:53]1[cH:54][cH:55][n:56][cH:57][cH:58]1>>[Cl:2][c:3]1[cH:4][n:5][c:6]([NH:8][C:15]([c:14]2[c:13]([O:19][CH3:20])[cH:12][cH:11][c:10]([Cl:9])[cH:18]2)=[O:16])[s:7]1. Reactants: FC=1C=C(C=CC1)NC(=O)C=1NC(=CC1)C(C1=C(C=CC(=C1)C(F)(F)F)F)=O (5-(2-fluoro-5-trifluoromethyl-benzoyl)-1H-pyrrole-2-carboxylic acid (3-fluoro-phenyl)-amide), O.NN (hydrazine hydrate), CN1C(CCC1)=O (1-methyl-pyrrolin-2-one). The solvent is C1(=CC=CC=C1)C (toluene). Reaction conditions: temperature 120 celsius. Yields the product FC=1C=C(C=CC1)NC(=O)C=1NC(=CC1)C1=NNC2=CC=C(C=C12)C(F)(F)F (5-(5-Trifluoromethyl-1H-indazol-3-yl)-1H-pyrrole-2-carboxylic acid (3-fluoro-phenyl)-amide). RXN SMILES: [F:1][C:2]1[CH:3]=[C:4]([NH:8][C:9]([C:11]2[NH:12][C:13]([C:16](=O)[C:17]3[CH:22]=[C:21]([C:23]([F:26])([F:25])[F:24])[CH:20]=[CH:19][C:18]=3F)=[CH:14][CH:15]=2)=[O:10])[CH:5]=[CH:6][CH:7]=1.O.[NH2:30][NH2:31].CN1CCCC1=O>C1(C)C=CC=CC=1>[F:1][C:2]1[CH:3]=[C:4]([NH:8][C:9]([C:11]2[NH:12][C:13]([C:16]3[C:17]4[C:18](=[CH:19][CH:20]=[C:21]([C:23]([F:26])([F:25])[F:24])[CH:22]=4)[NH:31][N:30]=3)=[CH:14][CH:15]=2)=[O:10])[CH:5]=[CH:6][CH:7]=1 |f:1.2|. Reported procedure: A mixture of 5-(2-fluoro-5-trifluoromethyl-benzoyl)-1H-pyrrole-2-carboxylic acid (3-fluoro-phenyl)-amide, hydrazine hydrate, 1-methyl-pyrrolin-2-one and toluene was heated at 120° C. for 2 hours. The reaction was concentrated, mixed with water and filtered. The solid was washed to give the titled compound. Reactants: CC=1C=C2C=CC(OC2=C(C1O)CC=C)=O (6-methyl-7-hydroxy-8-allylcoumarin). Solvent: CCOC(=O)C (EtOAc). Run at time 20 minute. Yields the product CC1=C2C(=C3C(=C1)C=CC(=O)O3)C=CO2 (6-methylangelicin). RXN SMILES: [CH3:1][C:2]1[CH:3]=[C:4]2[C:9](=[C:10]([CH2:13][CH:14]=C)[C:11]=1[OH:12])[O:8][C:7](=[O:16])[CH:6]=[CH:5]2>CCOC(C)=O>[CH3:1][C:2]1[CH:3]=[C:4]2[CH:5]=[CH:6][C:7]([O:8][C:9]2=[C:10]2[CH:13]=[CH:14][O:12][C:11]=12)=[O:16]. Reported procedure: The 6-methyl-7-hydroxy-8-allylcoumarin (VII) (1.7 g) was dissolved in EtOAc (150 ml) and into the solution, cooled in an ice bath, a stream of ozonized oxigen was bubbled until 1.1 times the stoichiometric amount of ozone was reached. The solution was then immediately submitted to hydrogenation in the presence of Pd 10% on CaCO3 (0,3 g) and the mixture stirred until the rapid absorption of hydrogen ceased. The catalyst was removed by filtration, the solvent evaporated at reduced pressure, and th... The reactants are ClC1=NN=CC2=CC(=CC=C12)C=1C=C(C(=O)NC2CC2)C=CC1C (3-(1-chlorophthalazin-6-yl)-N-cyclopropyl-4-methylbenzamide), CC1=C(C(=CC(=C1)C)C)B(O)O (2,4,6-trimethylbenzeneboronic acid), C([O-])([O-])=O.[K+].[K+] (potassium carbonate). The reagents and catalysts are ClCCl.[Pd+2].[Cl-].[Cl-].ClC1=C([C-](C=C1)P(C1=CC=CC=C1)C1=CC=CC=C1)Cl.[C-]1(C=CC=C1)P(C1=CC=CC=C1)C1=CC=CC=C1.[Fe+2] (dichloro[1,1′-bis(diphenylphosphino)ferrocene]dichloride palladium(ii) dichloromethane). The solvent is C1(=CC=CC=C1)C.C(C)O (toluene ethanol). Run at temperature 100 celsius, time 15 hour. Product: C1(CC1)NC(C1=CC(=C(C=C1)C)C=1C=C2C=NN=C(C2=CC1)C1=C(C=C(C=C1C)C)C)=O (N-cyclopropyl-3-(1-mesitylphthalazin-6-yl)-4-methylbenzamide). Yield: 58.2%. Reaction SMILES: Cl[C:2]1[C:11]2[C:6](=[CH:7][C:8]([C:12]3[CH:13]=[C:14]([CH:21]=[CH:22][C:23]=3[CH3:24])[C:15]([NH:17][CH:18]3[CH2:20][CH2:19]3)=[O:16])=[CH:9][CH:10]=2)[CH:5]=[N:4][N:3]=1.[CH3:25][C:26]1[CH:31]=[C:30]([CH3:32])[CH:29]=[C:28]([CH3:33])[C:27]=1B(O)O.C(=O)([O-])[O-].[K+].[K+]>C1(C)C=CC=CC=1.C(O)C.ClCCl.[Pd+2].[Cl-].[Cl-].ClC1C=C[C-](P(C2C=CC=CC=2)C2C=CC=CC=2)C=1Cl.[C-]1(P(C2C=CC=CC=2)C2C=CC=CC=2)C=CC=C1.[Fe+2]>[CH:18]1([NH:17][C:15](=[O:16])[C:14]2[CH:21]=[CH:22][C:23]([CH3:24])=[C:12]([C:8]3[CH:7]=[C:6]4[C:11](=[CH:10][CH:9]=3)[C:2]([C:27]3[C:28]([CH3:33])=[CH:29][C:30]([CH3:32])=[CH:31][C:26]=3[CH3:25])=[N:3][N:4]=[CH:5]4)[CH:13]=2)[CH2:20][CH2:19]1 |f:2.3.4,5.6,7.8.9.10.11.12.13|. Procedure: A mixture of 3-(1-chlorophthalazin-6-yl)-N-cyclopropyl-4-methylbenzamide (0.110 g, 326 μmol), 2,4,6-trimethylbenzeneboronic acid (53 mg, 326 μmol) and dichloro[1,1′-bis(diphenylphosphino)ferrocene]dichloride palladium(ii) dichloromethane adduct (12mg, 16 μmol) in 5 mL toluene/ethanol (4:1) was treated with 2 M potassium carbonate (488 μl, 977 μmol). The mixture was stirred at 100° C. under nitrogen and followed by MS for about 15 h. (product MS=422 (M+1)). The mixture was concentrated under vacu... Starting materials: CS(=O)(=O)OCCOC1=CC(=CC=C1)C1=CC(=NN1C1=CC(=CC=C1)Cl)C(=O)N1CNC(C1)=O (2-(3-{1-(3-Chlorophenyl)-3-[(4-oxoimidazolidin-1-yl)carbonyl]-1H-pyrazol-5-yl}phenoxy)ethyl methanesulfonate), C(C)(C)N (isopropylamine), C(=O)O.ClC=1C=C(C=CC1)N1N=C(C=C1C1=CC(=CC=C1)OCCCN(C)C)C(=O)N1CNC(C1)=O (1-{[1-(3-Chlorophenyl)-5-{3-[3-(dimethylamino)propoxy]phenyl}-1H-pyrazol-3-yl]carbonyl}imidazolidin-4-one formate). Solvent: O1CCCC1 (tetrahydrofuran). Yields the product C(=O)O.ClC=1C=C(C=CC1)N1N=C(C=C1C1=CC(=CC=C1)OCCNC(C)C)C(=O)N1CNC(C1)=O (1-{[1-(3-Chlorophenyl)-5-(3-{2-[(1-methylethyl)amino]ethoxy}phenyl)-1H-pyrazol-3-yl]carbonyl}imidazolidin-4-one formate). As a reaction SMILES: CS(O[CH2:6][CH2:7][O:8][C:9]1[CH:14]=[CH:13][CH:12]=[C:11]([C:15]2[N:19]([C:20]3[CH:25]=[CH:24][CH:23]=[C:22]([Cl:26])[CH:21]=3)[N:18]=[C:17]([C:27]([N:29]3[CH2:33][C:32](=[O:34])[NH:31][CH2:30]3)=[O:28])[CH:16]=2)[CH:10]=1)(=O)=O.[CH:35]([NH2:38])([CH3:37])[CH3:36].[CH:39]([OH:41])=[O:40].ClC1C=C(N2C(C3C=CC=C(OCCCN(C)C)C=3)=CC(C(N3CC(=O)NC3)=O)=N2)C=CC=1>O1CCCC1>[CH:39]([OH:41])=[O:40].[Cl:26][C:22]1[CH:21]=[C:20]([N:19]2[C:15]([C:11]3[CH:12]=[CH:13][CH:14]=[C:9]([O:8][CH2:7][CH2:6][NH:38][CH:35]([CH3:37])[CH3:36])[CH:10]=3)=[CH:16][C:17]([C:27]([N:29]3[CH2:33][C:32](=[O:34])[NH:31][CH2:30]3)=[O:28])=[N:18]2)[CH:25]=[CH:24][CH:23]=1 |f:2.3,5.6|. Reported procedure: The preparation of the title compound takes place starting from the compound of Example 121A and isopropylamine without the addition of tetrahydrofuran in analogy to the synthesis of the compound of Example 29. 29 mg (28% of theory) of the title compound are obtained. Starting materials: C(C)(=O)[O-].[Na+] (sodium acetate), NOS(=O)(=O)O (hydroxylamine-O-sulfonic acid), C(C)N1N=C(C(=C1C(F)(F)F)C1=CC=C(C=C1)F)C1=CC=C(C=C1)S(=O)(=O)C (1-Ethyl-4-(4-fluorophenyl)-3-[4-(methylsulfonyl)phenyl]-5-(trifluoromethyl)-1H-pyrazole), solution, C(CCC)[Mg]Cl (n-butyl magnesium chloride), C(C)B(CC)CC (triethylborane). Run in O (water), C1CCOC1 (THF), C1CCOC1 (THF), C1CCOC1 (THF). Conditions: temperature 25 celsius, time 2 hour. Yields the product C(C)N1N=C(C(=C1C(F)(F)F)C1=CC=C(C=C1)F)C1=CC=C(C=C1)S(=O)(=O)N (4-[1-ethyl-4-(4-fluorophenyl)-5-(trifluoromethyl)-1H-pyrazol-3-yl]benzenesulfonamide). The yield is 60.5%. Reaction SMILES: [CH2:1]([N:3]1[C:7]([C:8]([F:11])([F:10])[F:9])=[C:6]([C:12]2[CH:17]=[CH:16][C:15]([F:18])=[CH:14][CH:13]=2)[C:5]([C:19]2[CH:24]=[CH:23][C:22]([S:25](C)(=[O:27])=[O:26])=[CH:21][CH:20]=2)=[N:4]1)[CH3:2].C([Mg]Cl)CCC.C(B(CC)CC)C.C([O-])(=O)C.[Na+].[NH2:47]OS(O)(=O)=O>C1COCC1.O>[CH2:1]([N:3]1[C:7]([C:8]([F:11])([F:10])[F:9])=[C:6]([C:12]2[CH:17]=[CH:16][C:15]([F:18])=[CH:14][CH:13]=2)[C:5]([C:19]2[CH:24]=[CH:23][C:22]([S:25]([NH2:47])(=[O:27])=[O:26])=[CH:21][CH:20]=2)=[N:4]1)[CH3:2] |f:3.4|. Procedure details: 1-Ethyl-4-(4-fluorophenyl)-3-[4-(methylsulfonyl)phenyl]-5-(trifluoromethyl)-1H-pyrazole (0.45 g, 1.0 mmol) was dissolved in 5 mL dry THF under nitrogen and treated with 0.9 mL of a 1.0M solution of n-butyl magnesium chloride in THF at 0° C. for 10 minutes and warmed to 25° C. for 30 minutes. A solution of triethylborane in THF (2.5 mL, 1.0M) was added and the mixture was stirred at 25° C. for 2 hours and at reflux for 24 hours. After cooling to 25° C., a mixture of water (1.2 mL), sodium acetate... RXN SMILES: [Al+3:32].[CH2:1]([CH2:2][CH2:3][CH3:4])[O:5][c:6]1[cH:7][cH:8][c:9]([NH:12][C:13]([CH2:14][CH2:15][N:16]([CH3:17])[CH2:18][CH2:19][c:20]2[cH:21][c:22]([O:28][CH3:29])[c:23]([O:26][CH3:27])[cH:24][cH:25]2)=[O:30])[cH:10][cH:11]1.[H-:31].[H-:34].[H-:35].[H-:36].[Li+:33]>>[CH2:1]([CH2:2][CH2:3][CH3:4])[O:5][c:6]1[cH:7][cH:8][c:9]([NH:12][CH2:13][CH2:14][CH2:15][N:16]([CH3:17])[CH2:18][CH2:19][c:20]2[cH:21][c:22]([O:28][CH3:29])[c:23]([O:26][CH3:27])[cH:24][cH:25]2)[cH:10][cH:11]1. The reactants are [Al+3], CCCCOc1ccc(NC(=O)CCN(C)CCc2ccc(OC)c(OC)c2)cc1, [H-], [H-], [H-], [H-], [Li+]. Product: CCCCOc1ccc(NCCCN(C)CCc2ccc(OC)c(OC)c2)cc1. Starting materials: Cl.NO (hydroxylamine hydrochloride), CO (methanol), C(C)(=O)[O-].[Na+] (sodium acetate), C(C1=CC=CC=C1)(=O)N (benzamide). Reaction conditions: temperature 45 celsius, time 6 hour. Yields the product C(C)NC(C1=CC=C(C=C1)[N+](=O)[O-])=O (N-ethyl-4-nitrobenzamide). As a reaction SMILES: Cl.[NH2:2][OH:3].[C:4]([O-])(=O)[CH3:5].[Na+].[C:9]([NH2:17])(=[O:16])[C:10]1[CH:15]=[CH:14][CH:13]=[CH:12][CH:11]=1.C[OH:19]>>[CH2:4]([NH:17][C:9](=[O:16])[C:10]1[CH:15]=[CH:14][C:13]([N+:2]([O-:19])=[O:3])=[CH:12][CH:11]=1)[CH3:5] |f:0.1,2.3|. Procedure details: The reaction medium is reheated to 20° C. and 55 kg of methanol are then added. 24 kg (345 mol) of hydroxylamine hydrochloride are subsequently added and the reaction medium is heated to 45° C. 17 kg (207 mol) of sodium acetate are added and the heating is continued for 6 hours. The major portion of the solvents is removed by distillation under reduced pressure. The yellow-coloured reaction medium becomes viscous. 175 kg of distilled water are added at 65° C. The amidoxime gradually precipitates...